From a dataset of the Open Reaction Database (ORD), a public repository of structured organic reaction records. describe an organic reaction: reactants, conditions, products, and yield Reactants: C(C)(C)(C)OC(=O)N1CCC(CC1)NC1=CC=C(C=C1)C1(OCCO1)C (4-[4-(2-methyl-[1,3]dioxolan-2-yl)-phenylamino]-piperidine-1-carboxylic acid tert-butyl ester), ClC=1C=CC(=C(CBr)C1)F (5-chloro-2-fluorobenzyl bromide). The product is C(C)(C)(C)OC(=O)N1CCC(CC1)N(C1=CC=C(C=C1)C1(OCCO1)C)CC1=C(C=CC(=C1)Cl)F (4-{(5-chloro-2-fluoro-benzyl)-[4-(2-methyl-[1,3]dioxolan-2-yl)-phenyl]-amino}-piperidine-1-carboxylic acid tert-butyl ester). Isolated yield 64.5%. As a reaction SMILES: [C:1]([O:5][C:6]([N:8]1[CH2:13][CH2:12][CH:11]([NH:14][C:15]2[CH:20]=[CH:19][C:18]([C:21]3([CH3:26])[O:25][CH2:24][CH2:23][O:22]3)=[CH:17][CH:16]=2)[CH2:10][CH2:9]1)=[O:7])([CH3:4])([CH3:3])[CH3:2].[Cl:27][C:28]1[CH:29]=[CH:30][C:31]([F:36])=[C:32]([CH:35]=1)[CH2:33]Br>>[C:1]([O:5][C:6]([N:8]1[CH2:9][CH2:10][CH:11]([N:14]([CH2:33][C:32]2[CH:35]=[C:28]([Cl:27])[CH:29]=[CH:30][C:31]=2[F:36])[C:15]2[CH:20]=[CH:19][C:18]([C:21]3([CH3:26])[O:22][CH2:23][CH2:24][O:25]3)=[CH:17][CH:16]=2)[CH2:12][CH2:13]1)=[O:7])([CH3:4])([CH3:2])[CH3:3]. Procedure details: Using general procedure H, 4-[4-(2-methyl-[1,3]dioxolan-2-yl)-phenylamino]-piperidine-1-carboxylic acid tert-butyl ester (see EXAMPLE 173) (350 mg, 0.97 mmol) and 5-chloro-2-fluorobenzyl bromide (324 mg, 1.5 mmol) afforded 4-{(5-chloro-2-fluoro-benzyl)-[4-(2-methyl-[1,3]dioxolan-2-yl)-phenyl]-amino}-piperidine-1-carboxylic acid tert-butyl ester as a beige solid (316 mg, 65%). RXN SMILES: [CH2:19]([Cl:20])[Cl:21].[CH3:2][Zn+:3].[Cl-:1].[Cl:4][c:5]1[c:6]([C:7](=[O:8])[Cl:9])[cH:10][c:11]([N+:15](=[O:16])[O-:17])[c:12]([F:14])[cH:13]1.[ClH:18].[O:22]1[CH2:23][CH2:24][CH2:25][CH2:26]1>>[Cl:4][c:5]1[c:6]([C:7](=[O:8])[CH3:19])[cH:10][c:11]([N+:15](=[O:16])[O-:17])[c:12]([F:14])[cH:13]1. Product: CC(=O)c1cc([N+](=O)[O-])c(F)cc1Cl. Reactants: ClCCl, C[Zn+], [Cl-], O=C(Cl)c1cc([N+](=O)[O-])c(F)cc1Cl, Cl, C1CCOC1. Starting materials: CC(C)c1ccc2oc(C(O)COc3ccc(C(=O)O)cc3)cc2c1, CC(=O)OC(C)=O, Cl, O, c1ccncc1. The product is CC(=O)OC(COc1ccc(C(=O)O)cc1)c1cc2cc(C(C)C)ccc2o1. Reaction SMILES: [C:1](=[O:2])([OH:3])[c:4]1[cH:5][cH:6][c:7]([O:8][CH2:9][CH:10]([OH:11])[c:12]2[o:13][c:14]3[c:15]([cH:16]2)[cH:17][c:18]([CH:21]([CH3:22])[CH3:23])[cH:19][cH:20]3)[cH:24][cH:25]1.[CH3:26][C:27](=[O:28])[O:29][C:30](=[O:31])[CH3:32].[ClH:34].[OH2:33].[cH:35]1[cH:36][cH:37][n:38][cH:39][cH:40]1>>[C:1](=[O:2])([OH:3])[c:4]1[cH:5][cH:6][c:7]([O:8][CH2:9][CH:10]([O:11][C:27]([CH3:26])=[O:28])[c:12]2[o:13][c:14]3[c:15]([cH:16]2)[cH:17][c:18]([CH:21]([CH3:22])[CH3:23])[cH:19][cH:20]3)[cH:24][cH:25]1. The product is C(CCC)NC(=O)C[C@@H](C[C@@H]([C@H](CC1CCCCC1)NC(=O)[C@H](CC=1N=CNC1)NC(=O)[C@H](CC1=CC=CC=C1)NC(OC(C)(C)C)=O)O)C(C)C (t-butyl [(S)-α-[[(S)-1-[[(1S,2S,4R)-4-[(butylcarbamoyl)methyl]-1-(cyclohexylmethyl)-2-hydroxy-5-methylhexyl]carbamoyl]-2-imidazol-4-ylethyl]carbamoyl]phenethyl]carbamate). Procedure details: In an analogous manner to that described in Example 9, by reacting (3R,5S,6S)-6-amino-7-cyclohexyl-5-hydroxy-3-isopropylheptanoic acid butylamide with Boc-Phe-His-OH there is obtained t-butyl [(S)-α-[[(S)-1-[[(1S,2S,4R)-4-[(butylcarbamoyl)methyl]-1-(cyclohexylmethyl)-2-hydroxy-5-methylhexyl]carbamoyl]-2-imidazol-4-ylethyl]carbamoyl]phenethyl]carbamate as an amorphous solid, MS: 725 (M+H)+. Reactants: C(CCC)NC(C[C@@H](C[C@@H]([C@H](CC1CCCCC1)N)O)C(C)C)=O ((3R,5S,6S)-6-amino-7-cyclohexyl-5-hydroxy-3-isopropylheptanoic acid butylamide), N([C@@H](CC1=CC=CC=C1)C(=O)N[C@@H](CC1=CNC=N1)C(=O)O)C(=O)OC(C)(C)C (Boc-Phe-His-OH). As a reaction SMILES: [CH2:1]([NH:5][C:6](=[O:24])[CH2:7][C@H:8]([CH:21]([CH3:23])[CH3:22])[CH2:9][C@H:10]([OH:20])[C@@H:11]([NH2:19])[CH2:12][CH:13]1[CH2:18][CH2:17][CH2:16][CH2:15][CH2:14]1)[CH2:2][CH2:3][CH3:4].[NH:25]([C:47]([O:49][C:50]([CH3:53])([CH3:52])[CH3:51])=[O:48])[C@H:26]([C:34]([NH:36][C@H:37]([C:44](O)=[O:45])[CH2:38][C:39]1[N:43]=[CH:42][NH:41][CH:40]=1)=[O:35])[CH2:27][C:28]1[CH:33]=[CH:32][CH:31]=[CH:30][CH:29]=1>>[CH2:1]([NH:5][C:6]([CH2:7][C@H:8]([CH:21]([CH3:23])[CH3:22])[CH2:9][C@H:10]([OH:20])[C@@H:11]([NH:19][C:44]([C@@H:37]([NH:36][C:34]([C@@H:26]([NH:25][C:47](=[O:48])[O:49][C:50]([CH3:52])([CH3:51])[CH3:53])[CH2:27][C:28]1[CH:33]=[CH:32][CH:31]=[CH:30][CH:29]=1)=[O:35])[CH2:38][C:39]1[N:43]=[CH:42][NH:41][CH:40]=1)=[O:45])[CH2:12][CH:13]1[CH2:14][CH2:15][CH2:16][CH2:17][CH2:18]1)=[O:24])[CH2:2][CH2:3][CH3:4]. Reactants: CO, Cl, COC(=O)c1ccc(C(=O)N(CC(=O)Nc2ccc(-c3csc(N)n3)cc2)c2ccc(OC)cc2)cc1, [Na+], [OH-]. Yields the product COc1ccc(N(CC(=O)Nc2ccc(-c3csc(N)n3)cc2)C(=O)c2ccc(C(=O)[O-])cc2)cc1, [Na+]. Reaction SMILES: [CH3:41][OH:42].[ClH:1].[NH2:2][c:3]1[s:4][cH:5][c:6](-[c:8]2[cH:9][cH:10][c:11]([NH:14][C:15](=[O:16])[CH2:17][N:18]([C:19]([c:20]3[cH:21][cH:22][c:23]([C:24](=[O:25])[O:26][CH3:27])[cH:28][cH:29]3)=[O:30])[c:31]3[cH:32][cH:33][c:34]([O:37][CH3:38])[cH:35][cH:36]3)[cH:12][cH:13]2)[n:7]1.[Na+:40].[OH-:39]>>[NH2:2][c:3]1[s:4][cH:5][c:6](-[c:8]2[cH:9][cH:10][c:11]([NH:14][C:15](=[O:16])[CH2:17][N:18]([C:19]([c:20]3[cH:21][cH:22][c:23]([C:24](=[O:25])[O-:26])[cH:28][cH:29]3)=[O:30])[c:31]3[cH:32][cH:33][c:34]([O:37][CH3:38])[cH:35][cH:36]3)[cH:12][cH:13]2)[n:7]1.[Na+:40].